Dataset: the Open Reaction Database (ORD), a public repository of structured organic reaction records. Task: describe an organic reaction: reactants, conditions, products, and yield Starting materials: [BH3-]C#N, CCOC(=O)C(=O)CSC(C)C(=O)OCC, CCO, CC(N)C(=O)N1C(C(=O)O)CC2CCCCC21, [Na+]. Yields the product CCOC(=O)C(CSC(C)C(=O)OCC)NC(C)C(=O)N1C(C(=O)O)CC2CCCCC21. As a reaction SMILES: [C:34]([BH3-:35])#[N:36].[CH2:18]([CH3:19])[O:20][C:21](=[O:22])[CH:23]([CH3:24])[S:25][CH2:26][C:27]([C:28](=[O:29])[O:30][CH2:31][CH3:32])=[O:33].[CH3:38][CH2:39][OH:40].[NH2:1][CH:2]([CH3:3])[C:4](=[O:5])[N:6]1[CH:7]([C:15](=[O:16])[OH:17])[CH2:8][CH:9]2[CH2:10][CH2:11][CH2:12][CH2:13][CH:14]12.[Na+:37]>>[NH:1]([CH:2]([CH3:3])[C:4](=[O:5])[N:6]1[CH:7]([C:15](=[O:16])[OH:17])[CH2:8][CH:9]2[CH2:10][CH2:11][CH2:12][CH2:13][CH:14]12)[CH:27]([CH2:26][S:25][CH:23]([C:21]([O:20][CH2:18][CH3:19])=[O:22])[CH3:24])[C:28](=[O:29])[O:30][CH2:31][CH3:32]. Starting materials: Br, CC(=O)O, CSCCC1C(=O)N(Cc2ccc3c(N)ncnc3c2)CCN1C(=O)OCc1ccccc1. Product: CSCCC1NCCN(Cc2ccc3c(N)ncnc3c2)C1=O. Reaction SMILES: [BrH:34].[CH3:35][C:36](=[O:37])[OH:38].[NH2:1][c:2]1[n:3][cH:4][n:5][c:6]2[cH:7][c:8]([CH2:12][N:13]3[C:14](=[O:33])[CH:15]([CH2:29][CH2:30][S:31][CH3:32])[N:16]([C:19]([O:20][CH2:21][c:22]4[cH:23][cH:24][cH:25][cH:26][cH:27]4)=[O:28])[CH2:17][CH2:18]3)[cH:9][cH:10][c:11]12>>[NH2:1][c:2]1[n:3][cH:4][n:5][c:6]2[cH:7][c:8]([CH2:12][N:13]3[C:14](=[O:33])[CH:15]([CH2:29][CH2:30][S:31][CH3:32])[NH:16][CH2:17][CH2:18]3)[cH:9][cH:10][c:11]12. Starting materials: BrC=1C(=C(C2=C(C=C(C=C2C1)C1=CC=C(C=C1)OC)Cl)Cl)O (3-bromo-1,8-dichloro-6-(4-methoxyphenyl)-2-naphthol), C(C)(C)(C)[Li] (t-butyl lithium). The product is ClC1=C(C=CC2=CC(=CC(=C12)Cl)C1=CC=C(C=C1)OC)O (1,8-Dichloro-6-(4-methoxyphenyl)-2-naphthol), yellow solid. Isolated yield 79.0%. Reaction SMILES: Br[C:2]1[C:3]([OH:22])=[C:4]([Cl:21])[C:5]2[C:10]([CH:11]=1)=[CH:9][C:8]([C:12]1[CH:17]=[CH:16][C:15]([O:18][CH3:19])=[CH:14][CH:13]=1)=[CH:7][C:6]=2[Cl:20].C([Li])(C)(C)C>>[Cl:21][C:4]1[C:5]2[C:10](=[CH:9][C:8]([C:12]3[CH:13]=[CH:14][C:15]([O:18][CH3:19])=[CH:16][CH:17]=3)=[CH:7][C:6]=2[Cl:20])[CH:11]=[CH:2][C:3]=1[OH:22]. Procedure details: The title compound was prepared by reacting 3-bromo-1,8-dichloro-6-(4-methoxyphenyl)-2-naphthol (0.30 g, 0.754 mmol) with t-butyl lithium (1.75 mL of 1.7N solution, 3.0 mmol) and quenching with water according to the method use to prepare intermediate 84 to yield 0.19 g (79%) of a yellow solid. An analytical sample was further prepared by reverse phase preparative HPLC to yield the title compound as a light yellow solid: mp 132-134° C.; 1H NMR (DMSO-d6): δ 3.82 (3H, s), 7.06 (2H, d, J=8.77 Hz), ... Reactants: CC(C)(C)[O-], COC[P+](c1ccccc1)(c1ccccc1)c1ccccc1, COC(=O)c1ccc(C=O)cc1, COC(=O)c1ccc(CCN2CCCCCC2)cc1, CO, [Cl-], [Cl-], [K+], [NH4+], [Na+], C1CCOC1, [OH-]. Product: Cl, O=C(O)c1ccc(CCN2CCCCCC2)cc1. Reaction SMILES: [CH3:24][C:25]([CH3:26])([O-:27])[CH3:28].[CH3:2][O:3][CH2:4][P+:5]([c:6]1[cH:7][cH:8][cH:9][cH:10][cH:11]1)([c:12]1[cH:13][cH:14][cH:15][cH:16][cH:17]1)[c:18]1[cH:19][cH:20][cH:21][cH:22][cH:23]1.[CH3:30][O:31][C:32](=[O:33])[c:34]1[cH:35][cH:36][c:37]([CH:38]=[O:39])[cH:40][cH:41]1.[CH3:44][O:45][C:46]([c:47]1[cH:48][cH:49][c:50]([CH2:53][CH2:54][N:55]2[CH2:56][CH2:57][CH2:58][CH2:59][CH2:60][CH2:61]2)[cH:51][cH:52]1)=[O:62].[CH3:70][OH:71].[Cl-:1].[Cl-:42].[K+:29].[NH4+:43].[Na+:64].[O:65]1[CH2:66][CH2:67][CH2:68][CH2:69]1.[OH-:63]>>[ClH:1].[O:45]=[C:46]([c:47]1[cH:48][cH:49][c:50]([CH2:53][CH2:54][N:55]2[CH2:56][CH2:57][CH2:58][CH2:59][CH2:60][CH2:61]2)[cH:51][cH:52]1)[OH:62]. The reactants are [F-].C(CCC)[N+](CCCC)(CCCC)CCCC (Tetrabutylammonium fluoride), [Si](C)(C)(C(C)(C)C)OCC=1C=C(C=CC1)N1CCCC1 (1-[3-(tert-butyldimethylsilyloxymethyl)phenyl]pyrrolidine). Run in C1CCOC1 (THF). Run at time 3.5 hour. Product: N1(CCCC1)C=1C=C(C=CC1)CO ((3-pyrrolidin-1-yl)phenyl methanol). As a reaction SMILES: [F-].C([N+](CCCC)(CCCC)CCCC)CCC.[Si]([O:26][CH2:27][C:28]1[CH:29]=[C:30]([N:34]2[CH2:38][CH2:37][CH2:36][CH2:35]2)[CH:31]=[CH:32][CH:33]=1)(C(C)(C)C)(C)C>C1COCC1>[N:34]1([C:30]2[CH:29]=[C:28]([CH2:27][OH:26])[CH:33]=[CH:32][CH:31]=2)[CH2:38][CH2:37][CH2:36][CH2:35]1 |f:0.1|. Procedure details: Tetrabutylammonium fluoride (1.0 M solution in THF, 3.8 ml) was added to a solution of 1-[3-(tert-butyldimethylsilyloxymethyl)phenyl]pyrrolidine in THF (20 ml) and the mixture was stirred at room temperature for 3.5 hours. The reaction mixture was concentrated under reduced pressure and the residue was purified by silica gel column chromatography to obtain the title compound (557 mg). Reactants: solution, C(#N)[BH3-].[Na+] (sodium cyano borohydride), C(C)OC(C1=C(C=C(C=C1)Br)C(C1=CC=CC=C1)=O)=O (2-Benzoyl-4-bromo-benzoic acid ethyl ester), C(C)(C)N (Isopropylamine), C(#N)[BH3-].[Na+] (sodium cyano borohydride). The reagents and catalysts are [Ti](Cl)(Cl)(Cl)Cl (Titanium(IV)chloride). Run in CO (methanol), C(CCl)Cl (ethylene dichloride), CO (methanol). Reaction conditions: temperature 0 celsius, time 16 hour. Product: BrC=1C=C2C(N(C(C2=CC1)=O)C(C)C)C1=CC=CC=C1 (5-Bromo-2-isopropyl-3-phenyl-2,3-dihydro-isoindol-1-one). Reaction SMILES: C(O[C:4](=[O:20])[C:5]1[CH:10]=[CH:9][C:8]([Br:11])=[CH:7][C:6]=1[C:12](=O)[C:13]1[CH:18]=[CH:17][CH:16]=[CH:15][CH:14]=1)C.[CH:21]([NH2:24])([CH3:23])[CH3:22].C([BH3-])#N.[Na+]>C(Cl)CCl.CO.[Ti](Cl)(Cl)(Cl)Cl>[Br:11][C:8]1[CH:7]=[C:6]2[C:5](=[CH:10][CH:9]=1)[C:4](=[O:20])[N:24]([CH:21]([CH3:23])[CH3:22])[CH:12]2[C:13]1[CH:14]=[CH:15][CH:16]=[CH:17][CH:18]=1 |f:2.3|. Reported procedure: 2-Benzoyl-4-bromo-benzoic acid ethyl ester (50 mg; 0.15 mmol) is dissolved in ethylene dichloride (1 ml) and treated with 1 mol/l Titanium(IV)chloride solution (150 μl; 0.15 mmol) and cooled down to 0° C. Isopropylamine (13 μl; 0.15 mmol) is added and stirred for 2 hours at ambient temperature and 16 hours at 80° C. A 6.5 mol/l solution of sodium cyano borohydride in methanol (140 μl; 0.90 mmol) is added and stirred for 3 days followed by another portion of sodium cyano borohydride in methanol a... The reactants are CC1=NC=C(C(=N1)N)C=NCC=1C(=NC(=NC1)C)N (2-methyl-4-amino-5-pyrimidylmethylidene-(2-methyl-4-amino-5-pyrimidylmethyl)amine), CC1=NC=C(C(=N1)N)CO (2-methyl-4-amino-5-hydroxylmethylpyrimidine). Yields the product CC1=NC=C(C(=N1)N)CNCC=1C(=NC(=NC1)C)N (Di-(2-methyl-4-amino-5-pyrimidylmethyl)amine). As a reaction SMILES: [CH3:1][C:2]1[N:7]=[C:6]([NH2:8])[C:5]([CH:9]=[N:10][CH2:11][C:12]2[C:13]([NH2:19])=[N:14][C:15]([CH3:18])=[N:16][CH:17]=2)=[CH:4][N:3]=1.CC1N=C(N)C(CO)=CN=1>>[CH3:1][C:2]1[N:7]=[C:6]([NH2:8])[C:5]([CH2:9][NH:10][CH2:11][C:12]2[C:13]([NH2:19])=[N:14][C:15]([CH3:18])=[N:16][CH:17]=2)=[CH:4][N:3]=1. Procedure: And, neither 2-methyl-4-amino-5-pyrimidylmethylidene-(2-methyl-4-amino-5-pyrimidylmethyl)amine nor 2-methyl-4-amino-5-hydroxylmethylpyrimidine was detected.